This data is from the Open Reaction Database (ORD), a public repository of structured organic reaction records. The task is: describe an organic reaction: reactants, conditions, products, and yield Starting materials: ClC1=CC=C2C(=CNC2=C1)C(=O)N1CCC2(CC1)OC(C1=C2C=CC=C1)=O (1′-[(6-chloro-1H-indol-3-yl)carbonyl]-3H-spiro[2-benzofuran-1,4′-piperidin]-3-one), FC1=C(C(=O)Cl)C=CC=C1 (2-fluorobenzoyl chloride). Yields the product ClC1=CC=C2C(=CN(C2=C1)C(C1=C(C=CC=C1)F)=O)C(=O)N1CCC2(CC1)OC(C1=C2C=CC=C1)=O (1′-{[6-Chloro-1-(2-fluorobenzoyl)-1H-indol-3-yl]carbonyl}-3H-spiro[2-benzofuran-1,4′-piperidin]-3-one). As a reaction SMILES: [Cl:1][C:2]1[CH:10]=[C:9]2[C:5]([C:6]([C:11]([N:13]3[CH2:18][CH2:17][C:16]4([C:22]5[CH:23]=[CH:24][CH:25]=[CH:26][C:21]=5[C:20](=[O:27])[O:19]4)[CH2:15][CH2:14]3)=[O:12])=[CH:7][NH:8]2)=[CH:4][CH:3]=1.[F:28][C:29]1[CH:37]=[CH:36][CH:35]=[CH:34][C:30]=1[C:31](Cl)=[O:32]>>[Cl:1][C:2]1[CH:10]=[C:9]2[C:5]([C:6]([C:11]([N:13]3[CH2:18][CH2:17][C:16]4([C:22]5[CH:23]=[CH:24][CH:25]=[CH:26][C:21]=5[C:20](=[O:27])[O:19]4)[CH2:15][CH2:14]3)=[O:12])=[CH:7][N:8]2[C:31](=[O:32])[C:30]2[CH:34]=[CH:35][CH:36]=[CH:37][C:29]=2[F:28])=[CH:4][CH:3]=1. Procedure: Following the general procedure VII as described above, the acylation of 1′-[(6-chloro-1H-indol-3-yl)carbonyl]-3H-spiro[2-benzofuran-1,4′-piperidin]-3-one (prepared according to example 16) with commercially available 2-fluorobenzoyl chloride gave the title compound. The reactants are C(=O)N[C@H]1[C@@H]2N(C(=C(CS2)SCC=2C=NNC2)C(=O)OC(C2=CC=CC=C2)C2=CC=CC=C2)C1=O (Diphenylmethyl 7β-formamido-3-[(pyrazol-4-yl)methylthio]-3-cephem-4-carboxylate), Cl (hydrochloric acid). Run in CO (methanol). Reaction conditions: time 3 hour. Yields the product N[C@H]1[C@@H]2N(C(=C(CS2)SCC=2C=NNC2)C(=O)OC(C2=CC=CC=C2)C2=CC=CC=C2)C1=O (diphenylmethyl 7β-amino-3-[(pyrazol-4-yl)methylthio]-3-cephem-4-carboxylate). Yield: 53.6%. As a reaction SMILES: C([NH:3][C@@H:4]1[C:34](=[O:35])[N:6]2[C:7]([C:18]([O:20][CH:21]([C:28]3[CH:33]=[CH:32][CH:31]=[CH:30][CH:29]=3)[C:22]3[CH:27]=[CH:26][CH:25]=[CH:24][CH:23]=3)=[O:19])=[C:8]([S:11][CH2:12][C:13]3[CH:14]=[N:15][NH:16][CH:17]=3)[CH2:9][S:10][C@H:5]12)=O.Cl>CO>[NH2:3][C@@H:4]1[C:34](=[O:35])[N:6]2[C:7]([C:18]([O:20][CH:21]([C:22]3[CH:27]=[CH:26][CH:25]=[CH:24][CH:23]=3)[C:28]3[CH:33]=[CH:32][CH:31]=[CH:30][CH:29]=3)=[O:19])=[C:8]([S:11][CH2:12][C:13]3[CH:17]=[N:16][NH:15][CH:14]=3)[CH2:9][S:10][C@H:5]12. Reported procedure: Diphenylmethyl 7β-formamido-3-[(pyrazol-4-yl)methylthio]-3-cephem-4-carboxylate (2.96 g) was dissolved in methanol (30 ml) and concentrated hydrochloric acid (2.2 ml) was added thereto at the room temperature. Stirring was continued for 3 hours, then solvent was evaporated. The residue was diluted with a mixture of water. The ethyl acetate and aqueous layer was adjusted to pH 6.5 with 30% aqueous potassium carbonate. The organic layer was separated, washed with water and brine, and dried over ma...